Dataset: the Open Reaction Database (ORD), a public repository of structured organic reaction records. Task: describe an organic reaction: reactants, conditions, products, and yield Reaction conditions: temperature 100 celsius, time 4 hour. Procedure details: 86.0 g (0.3 mol) of phosphorus oxybromide was added to 73.1 g (1.0 mol) of N,N-dimethylformamide, and 15.1 g (0.1 mol)of guanine (manufactured by Sumika Fine Chemicals Co., Ltd.) was then added, followed by stirring at 100° C. for 4 hours. After cooling, 200 ml of water was carefully added at 20° C. After stirring at room temperature for 24 hours, the precipitating crystal was collected by filtration and dissolved in 200 ml of 25% aqueous ammonia with heating, and the insoluble substances were f... As a reaction SMILES: P(Br)(Br)([Br:3])=O.CN(C)C=O.[NH:11]1[C:20](=O)[C:19]2[NH:18][CH:17]=[N:16][C:15]=2[N:14]=[C:12]1[NH2:13]>O>[NH2:13][C:12]1[N:14]=[C:15]2[C:19]([NH:18][CH:17]=[N:16]2)=[C:20]([Br:3])[N:11]=1. Product: pale yellow crystal, NC1=NC(=C2NC=NC2=N1)Br (2-amino-6-bromopurine). Run in O (water). Isolated yield 52.0%. Starting materials: P(=O)(Br)(Br)Br (phosphorus oxybromide), CN(C=O)C (N,N-dimethylformamide), N1C(N)=NC=2N=CNC2C1=O (guanine). Starting materials: CCOC(=O)c1cc(CBr)ccc1OC, Clc1ccc(Cn2cc(C3CCNCC3)c3ccncc32)s1. Yields the product CCOC(=O)c1cc(CN2CCC(c3cn(Cc4ccc(Cl)s4)c4cnccc34)CC2)ccc1OC. Reaction SMILES: [CH2:23]([CH3:24])[O:25][C:26]([c:27]1[c:28]([O:35][CH3:36])[cH:29][cH:30][c:31]([CH2:33][Br:34])[cH:32]1)=[O:37].[Cl:1][c:2]1[cH:3][cH:4][c:5]([CH2:7][n:8]2[cH:9][c:10]([CH:17]3[CH2:18][CH2:19][NH:20][CH2:21][CH2:22]3)[c:11]3[c:12]2[cH:13][n:14][cH:15][cH:16]3)[s:6]1>>[Cl:1][c:2]1[cH:3][cH:4][c:5]([CH2:7][n:8]2[cH:9][c:10]([CH:17]3[CH2:18][CH2:19][N:20]([CH2:33][c:31]4[cH:30][cH:29][c:28]([O:35][CH3:36])[c:27]([C:26]([O:25][CH2:23][CH3:24])=[O:37])[cH:32]4)[CH2:21][CH2:22]3)[c:11]3[c:12]2[cH:13][n:14][cH:15][cH:16]3)[s:6]1. Starting materials: BrC=1C=CC(=C(C1)[C@@]1(CS(C(C(N1)=O)(C)C)(=O)=O)C)F ((R)-5-(5-bromo-2-fluoro-phenyl)-2,2,5-trimethyl-1,1-dioxo-1λ6-thiomorpholin-3-one), COC=1C=CC(=CC1)P2(=S)SP(=S)(S2)C=3C=CC(=CC3)OC (Lawesson's reagent), C(=O)(O)[O-].[Na+] (NaHCO3). Run in O1CCOCC1 (dioxane). Reaction conditions: temperature 80 celsius, time 10 hour. Product: BrC=1C=CC(=C(C1)[C@@]1(CS(C(C(N1)=S)(C)C)(=O)=O)C)F ((R)-5-(5-bromo-2-fluoro-phenyl)-2,2,5-trimethyl-1,1-dioxo-1λ6-thiomorpholin-3-thione). Yield: 89.1%. Reaction SMILES: [Br:1][C:2]1[CH:3]=[CH:4][C:5]([F:20])=[C:6]([C@@:8]2([CH3:19])[NH:13][C:12](=O)[C:11]([CH3:16])([CH3:15])[S:10](=[O:18])(=[O:17])[CH2:9]2)[CH:7]=1.COC1C=CC(P2(SP(C3C=CC(OC)=CC=3)(=S)S2)=[S:30])=CC=1.C([O-])(O)=O.[Na+]>O1CCOCC1>[Br:1][C:2]1[CH:3]=[CH:4][C:5]([F:20])=[C:6]([C@@:8]2([CH3:19])[NH:13][C:12](=[S:30])[C:11]([CH3:16])([CH3:15])[S:10](=[O:18])(=[O:17])[CH2:9]2)[CH:7]=1 |f:2.3|. Procedure: To a solution of (R)-5-(5-bromo-2-fluoro-phenyl)-2,2,5-trimethyl-1,1-dioxo-1λ6-thiomorpholin-3-one (1.4 g, 3.84 mmol, Eq: 1.00) in dioxane (29.5 ml) was added Lawesson's reagent (3.10 g, 7.68 mmol, Eq: 2.00). The reaction mixture was stirred at 80° C. for 10 hours. The reaction mixture was poured into sat. NaHCO3-solution and extracted twice with ethyl acetate. The organic layers were washed with brine, dried over Na2SO4, filtered and evaporated to give a light yellow oil. The residue was chroma... Reactants: CC(=O)O, CNC(=O)Nc1snc(SC)c1C(N)=O, OO. Yields the product CNC(=O)Nc1snc(S(C)=O)c1C(N)=O. RXN SMILES: [CH3:18][C:19](=[O:20])[OH:21].[CH3:1][NH:2][C:3](=[O:4])[NH:5][c:6]1[c:7]([C:13]([NH2:14])=[O:15])[c:8]([S:11][CH3:12])[n:9][s:10]1.[OH:16][OH:17]>>[CH3:1][NH:2][C:3](=[O:4])[NH:5][c:6]1[c:7]([C:13]([NH2:14])=[O:15])[c:8]([S:11]([CH3:12])=[O:16])[n:9][s:10]1.